describe an organic reaction: reactants, conditions, products, and yield From a dataset of the Open Reaction Database (ORD), a public repository of structured organic reaction records. The reactants are COC(OC)OC, CCOC(=O)c1ccc(C)[nH]1, O=C(O)C(F)(F)F. The product is CCOC(=O)c1cc(C=O)c(C)[nH]1. Reaction SMILES: [CH3:1][O:2][CH:3]([O:4][CH3:5])[O:6][CH3:7].[CH3:8][c:9]1[cH:10][cH:11][c:12]([C:14](=[O:15])[O:16][CH2:17][CH3:18])[nH:13]1.[F:19][C:20]([F:21])([F:22])[C:23]([OH:24])=[O:25]>>[CH:1](=[O:2])[c:10]1[c:9]([CH3:8])[nH:13][c:12]([C:14](=[O:15])[O:16][CH2:17][CH3:18])[cH:11]1. The reactants are [H-].[Al+3].[Li+].[H-].[H-].[H-] (Lithium aluminium hydride), solution, C(C)[Si](C=1OC=C(C1)CCC(=O)OC)(CC)CC (methyl 3-(2-triethylsilyl-4-furyl)propionate). Solvent: O1CCCC1 (tetrahydrofuran), O1CCCC1 (tetrahydrofuran). Run at time 20 minute. Product: C(C)[Si](C=1OC=C(C1)CCCO)(CC)CC (3-(2-Triethylsilyl-4-furyl)propan-1-ol). RXN SMILES: [H-].[Al+3].[Li+].[H-].[H-].[H-].[CH2:7]([Si:9]([CH2:23][CH3:24])([CH2:21][CH3:22])[C:10]1[O:11][CH:12]=[C:13]([CH2:15][CH2:16][C:17](OC)=[O:18])[CH:14]=1)[CH3:8]>O1CCCC1>[CH2:23]([Si:9]([CH2:7][CH3:8])([CH2:21][CH3:22])[C:10]1[O:11][CH:12]=[C:13]([CH2:15][CH2:16][CH2:17][OH:18])[CH:14]=1)[CH3:24] |f:0.1.2.3.4.5|. Procedure details: Lithium aluminium hydride (a 1M solution in tetrahydrofuran; 5.17 ml, 5.17 mmol) was added dropwise to a solution of methyl 3-(2-triethylsilyl-4-furyl)propionate (1.38 g, 5.17 mmol) in tetrahydrofuran (5 ml) at 0° under argon. After 20 minutes, the mixture was quenched with water and extracted with ethyl acetate. Evaporation of the dried (magnesium sulfate) extracts gave the desired alcohol, which was used directly in the next step.